Dataset: the Open Reaction Database (ORD), a public repository of structured organic reaction records. Task: describe an organic reaction: reactants, conditions, products, and yield Starting materials: CCOC(=O)c1cc2cnn(Cc3ccc(OC)cc3)c(=O)c2n(C)c1=O, O=C(O)C(F)(F)F. Product: CCOC(=O)c1cc2cn[nH]c(=O)c2n(C)c1=O. RXN SMILES: [CH3:1][O:2][c:3]1[cH:4][cH:5][c:6]([CH2:7][n:8]2[n:9][cH:10][c:11]3[c:12]([c:13]2=[O:14])[n:15]([CH3:25])[c:16](=[O:24])[c:17]([C:19](=[O:20])[O:21][CH2:22][CH3:23])[cH:18]3)[cH:26][cH:27]1.[F:28][C:29]([F:30])([F:31])[C:32]([OH:33])=[O:34]>>[nH:8]1[n:9][cH:10][c:11]2[c:12]([c:13]1=[O:14])[n:15]([CH3:25])[c:16](=[O:24])[c:17]([C:19](=[O:20])[O:21][CH2:22][CH3:23])[cH:18]2. The reactants are C(C1=CC=CC=C1)SC1=C(C(N(N=C1)C)=O)Cl (5-benzylthio-4-chloro-2-methylpyridazin-3(2H)-one), ClC1=CC(=CC=C1)C(=O)OO (m-chloroperbenzoic acid). Run in ClCCl (dichloromethane), ClCCl (dichloromethane). Run at temperature -20 celsius, time 1 hour. Yields the product C(C1=CC=CC=C1)S(=O)C1=C(C(N(N=C1)C)=O)Cl (5-benzylsulfinyl-4-chloro-2-methylpyridazin-3(2H)-one). The yield is 77.2%. RXN SMILES: [CH2:1]([S:8][C:9]1[CH:14]=[N:13][N:12]([CH3:15])[C:11](=[O:16])[C:10]=1[Cl:17])[C:2]1[CH:7]=[CH:6][CH:5]=[CH:4][CH:3]=1.ClC1C=CC=C(C(OO)=[O:26])C=1>ClCCl>[CH2:1]([S:8]([C:9]1[CH:14]=[N:13][N:12]([CH3:15])[C:11](=[O:16])[C:10]=1[Cl:17])=[O:26])[C:2]1[CH:3]=[CH:4][CH:5]=[CH:6][CH:7]=1. Procedure details: 16.0 g (60.0 millimoles) of 5-benzylthio-4-chloro-2-methylpyridazin-3(2H)-one from Method 4 were dissolved in 200 ml of dichloromethane, the solution was cooled to -20° C. and a solution of 11.4 g (66.1 millimoles) of m-chloroperbenzoic acid in dichloromethane was added dropwise. Stirring was continued for 1 hour at -10° C., and then overnight at room temperature. The reaction solution was washed three times with saturated NaHCO3 solution and once with water, dried and evaporated down, and the r...